Dataset: the Open Reaction Database (ORD), a public repository of structured organic reaction records. Task: describe an organic reaction: reactants, conditions, products, and yield The reactants are CC1(C)CCC=CC12CCCC(O)C2, ClC(Cl)Cl, [Na+], [Na+], O=S([O-])[O-]. Product: CC1(C)CCC=CC12CCCC(=O)C2. RXN SMILES: [CH3:1][C:2]1([CH3:14])[CH2:3][CH2:4][CH:5]=[CH:6][C:7]12[CH2:8][CH2:9][CH2:10][CH:11]([OH:13])[CH2:12]2.[CH:21]([Cl:22])([Cl:23])[Cl:24].[Na+:19].[Na+:20].[S:15]([O-:16])([O-:17])=[O:18]>>[CH3:1][C:2]1([CH3:14])[CH2:3][CH2:4][CH:5]=[CH:6][C:7]12[CH2:8][CH2:9][CH2:10][C:11](=[O:13])[CH2:12]2.